Dataset: the Open Reaction Database (ORD), a public repository of structured organic reaction records. Task: describe an organic reaction: reactants, conditions, products, and yield Reactants: COC1=CC=C2CCCC(C2=C1)O (7-methoxy-1,2,3,4-tetrahydro-1-naphthalenol), COC1=CC=C2CCCC(C2=C1)=O (7-methoxy-1,2,3,4-tetrahydro-1-naphthalenone). Yields the product COC=1C=C2C=CCCC2=CC1 (6-Methoxy-1,2-dihydronaphthalene), product. The yield is 96.0%. Reaction SMILES: [CH3:1][O:2][C:3]1[CH:12]=[C:11]2[C:6]([CH2:7][CH2:8][CH2:9][CH:10]2O)=[CH:5][CH:4]=1.COC1C=C2C(CCCC2=O)=CC=1>>[CH3:1][O:2][C:3]1[CH:12]=[C:11]2[C:6](=[CH:5][CH:4]=1)[CH2:7][CH2:8][CH:9]=[CH:10]2. Procedure: 6-Methoxy-1,2-dihydronaphthalene was synthesized analogously to Example 5b from 7-methoxy-1,2,3,4-tetrahydro-1-naphthalenol to give 4.4 g of product brown yellow oil (96% yield from 7-methoxy-1,2,3,4-tetrahydro-1-naphthalenone). Reactants: C1CCOC1, C[Si](C)(C)[N-][Si](C)(C)C, COC[P+](c1ccccc1)(c1ccccc1)c1ccccc1, CO, [Cl-], Cl, CC12Cc3cnn(-c4ccc(F)cc4)c3C=C1CCCC2=O, [K+], O. Product: CC12Cc3cnn(-c4ccc(F)cc4)c3C=C1CCCC2C=O. RXN SMILES: [CH2:58]1[O:59][CH2:60][CH2:61][CH2:62]1.[CH3:25][Si:26]([N-:27][Si:28]([CH3:29])([CH3:30])[CH3:31])([CH3:32])[CH3:33].[CH3:2][O:3][CH2:4][P+:5]([c:6]1[cH:7][cH:8][cH:9][cH:10][cH:11]1)([c:12]1[cH:13][cH:14][cH:15][cH:16][cH:17]1)[c:18]1[cH:19][cH:20][cH:21][cH:22][cH:23]1.[CH3:56][OH:57].[Cl-:1].[ClH:63].[F:34][c:35]1[cH:36][cH:37][c:38](-[n:41]2[n:42][cH:43][c:44]3[c:49]2[CH:48]=[C:47]2[C:46]([CH3:55])([CH2:45]3)[C:53](=[O:54])[CH2:52][CH2:51][CH2:50]2)[cH:39][cH:40]1.[K+:24].[OH2:64]>>[CH:2](=[O:3])[CH:53]1[C:46]2([CH3:55])[CH2:45][c:44]3[cH:43][n:42][n:41](-[c:38]4[cH:37][cH:36][c:35]([F:34])[cH:40][cH:39]4)[c:49]3[CH:48]=[C:47]2[CH2:50][CH2:51][CH2:52]1. Starting materials: FC=1C=C(C#N)C=C(C1)F (3,5-difluorobenzonitrile), C(=O)O (formic acid). Product: FC=1C=C(C=O)C=C(C1)F (3,5-Difluorobenzaldehyde). Yield: 55.0%. RXN SMILES: [F:1][C:2]1[CH:3]=[C:4]([CH:7]=[C:8]([F:10])[CH:9]=1)[C:5]#N.C(O)=[O:12]>>[F:1][C:2]1[CH:3]=[C:4]([CH:7]=[C:8]([F:10])[CH:9]=1)[CH:5]=[O:12]. Procedure: A mixture of 3,5-difluorobenzonitrile (0.108 mol) and Raney alloy (15 g) was refluxed 2 hours in 90% formic acid (150 ml). The reaction was filtered hot and the filter cake was washed with water, then hexane. The filtrate was extracted three times with hexane, the combined hexane extracts were washed with water and dried over sodium sulfate. Concentration yielded 8.4 g (55%) of a yellow oil. The reactants are O(C1=CC=CC=C1)CCC(=O)Cl (Phenoxypropionyl chloride), [N-]=[N+]=[N-].[Na+] (sodium azide). The solvent is CC(=O)C (acetone), O (water). Run at time 30 minute. The product is O(C1=CC=CC=C1)CCC(=O)N=[N+]=[N-] (phenoxypropionyl azide). The yield is 68.2%. RXN SMILES: [O:1]([CH2:8][CH2:9][C:10](Cl)=[O:11])[C:2]1[CH:7]=[CH:6][CH:5]=[CH:4][CH:3]=1.[N-:13]=[N+:14]=[N-:15].[Na+]>CC(C)=O.O>[O:1]([CH2:8][CH2:9][C:10]([N:13]=[N+:14]=[N-:15])=[O:11])[C:2]1[CH:7]=[CH:6][CH:5]=[CH:4][CH:3]=1 |f:1.2|. Reported procedure: Phenoxypropionyl chloride (9.23 g, 0.05 mol) is dissolved in 100 ml acetone and cooled with an ice bath as sodium azide (3.6 g, 0.055 mol) in 10 ml water is added dropwise. After addition is completed, the reaction mixture is warmed to room temperature and stirred for 30 minutes. The solution is decanted and concentrated. The residue is dissolved in 100 ml ether and washed with saturated sodium bicarbonate and brine. The organic phase is separated, dried (MgSO4) and concentrated to give 6.52 g (... Starting materials: O=C1CCCO1, CC(=O)c1cccc(C(C)(C)C)c1, CCO, [Cl-], [H-], [NH4+], [Na+]. Yields the product CC(C)(C)c1cccc(C(=O)CC(=O)CCCO)c1. RXN SMILES: [C:3]1(=[O:8])[CH2:4][CH2:5][CH2:6][O:7]1.[C:9]([CH3:10])([CH3:11])([CH3:12])[c:13]1[cH:14][c:15]([C:19]([CH3:20])=[O:21])[cH:16][cH:17][cH:18]1.[CH3:24][CH2:25][OH:26].[Cl-:22].[H-:2].[NH4+:23].[Na+:1]>>[C:3]([CH2:4][CH2:5][CH2:6][OH:7])(=[O:8])[CH2:20][C:19]([c:15]1[cH:14][c:13]([C:9]([CH3:10])([CH3:11])[CH3:12])[cH:18][cH:17][cH:16]1)=[O:21]. The reactants are C(C)(C)(C)OC(=O)N(CC(=O)OC)[C@H]1CCC2=C(C=CC=C12)C1=CN=C(S1)C1=CC(=C(C=C1)OC(C)C)C#N ((S)-methyl 2-((tert-butoxycarbonyl)(4-(2-(3-cyano-4-isopropoxyphenyl)thiazol-5-yl)-2,3-dihydro-1H-inden-1-yl)amino)acetate), [OH-].[Na+] (sodium hydroxide). The solvent is CO (MeOH). Conditions: time 8 hour. Yields the product C(C)(C)(C)OC(=O)N(CC(=O)O)[C@H]1CCC2=C(C=CC=C12)C1=CN=C(S1)C1=CC(=C(C=C1)OC(C)C)C#N ((S)-2-((tert-butoxycarbonyl)(4-(2-(3-cyano-4-isopropoxyphenyl)thiazol-5-yl)-2,3-dihydro-1H-inden-1-yl)amino)acetic acid). The yield is 93.7%. Reaction SMILES: [C:1]([O:5][C:6]([N:8]([C@@H:14]1[C:22]2[C:17](=[C:18]([C:23]3[S:27][C:26]([C:28]4[CH:33]=[CH:32][C:31]([O:34][CH:35]([CH3:37])[CH3:36])=[C:30]([C:38]#[N:39])[CH:29]=4)=[N:25][CH:24]=3)[CH:19]=[CH:20][CH:21]=2)[CH2:16][CH2:15]1)[CH2:9][C:10]([O:12]C)=[O:11])=[O:7])([CH3:4])([CH3:3])[CH3:2].[OH-].[Na+]>CO>[C:1]([O:5][C:6]([N:8]([C@@H:14]1[C:22]2[C:17](=[C:18]([C:23]3[S:27][C:26]([C:28]4[CH:33]=[CH:32][C:31]([O:34][CH:35]([CH3:36])[CH3:37])=[C:30]([C:38]#[N:39])[CH:29]=4)=[N:25][CH:24]=3)[CH:19]=[CH:20][CH:21]=2)[CH2:16][CH2:15]1)[CH2:9][C:10]([OH:12])=[O:11])=[O:7])([CH3:3])([CH3:2])[CH3:4] |f:1.2|. Procedure: To a stirred solution of (S)-methyl 2-((tert-butoxycarbonyl)(4-(2-(3-cyano-4-isopropoxyphenyl)thiazol-5-yl)-2,3-dihydro-1H-inden-1-yl)amino)acetate (120 mg, 0.22 mmol) in MeOH (2 mL) was added 6N sodium hydroxide (180 μL) and the mixture was stirred at room temperature for overnight. The solvent was evaporated and the residue was dissolved in water (5 mL) and acidified with 1N HCl. The mixture was extracted with EA (3×5 mL) and the organic layers washed with brine, dried over MgSO4, and concentr... Procedure: 3.28 g (20 mmol) of sodium benzenesulfinate, 2.36 g (10 mmol) of o-dibromobenzene, 0.0255 g (0.1 mmol) of palladium acetate, 0.0478 g (0.12 mmol) of 1,2-bis(diphenylphosphino)-ethane, 6.73 g (120 mmol) of calcium oxide and 60 ml of N-methyl-2-pyrrolidone were placed in a 100 ml round bottom flask and reacted at 150° C. in a nitrogen gas stream for 8 hours. After the completion of the reaction, the reaction mixture was analyzed by means of high performance liquid chromatography. The analysis show... Reaction SMILES: [C:1]1(S([O-])=O)[CH:6]=[CH:5][CH:4]=[CH:3][CH:2]=1.[Na+].Br[C:12]1[CH:17]=[CH:16][CH:15]=[CH:14][C:13]=1Br.[O-2].[Ca+2]>C([O-])(=O)C.[Pd+2].C([O-])(=O)C.C1(P(C2C=CC=CC=2)CCP(C2C=CC=CC=2)C2C=CC=CC=2)C=CC=CC=1.CN1CCCC1=O>[C:1]1([C:13]2[C:12]([C:1]3[CH:6]=[CH:5][CH:4]=[CH:3][CH:2]=3)=[CH:17][CH:16]=[CH:15][CH:14]=2)[CH:6]=[CH:5][CH:4]=[CH:3][CH:2]=1 |f:0.1,3.4,5.6.7|. The yield is 45.0%. The solvent is CN1C(CCC1)=O (N-methyl-2-pyrrolidone). Starting materials: C1(=CC=CC=C1)S(=O)[O-].[Na+] (sodium benzenesulfinate), BrC1=C(C=CC=C1)Br (o-dibromobenzene), [O-2].[Ca+2] (calcium oxide). The reagents and catalysts are C(C)(=O)[O-].[Pd+2].C(C)(=O)[O-] (palladium acetate), C1(=CC=CC=C1)P(CCP(C1=CC=CC=C1)C1=CC=CC=C1)C1=CC=CC=C1 (1,2-bis(diphenylphosphino)-ethane). The product is C1(=CC=CC=C1)C=1C(=CC=CC1)C1=CC=CC=C1 (o-terphenyl).